Dataset: the Open Reaction Database (ORD), a public repository of structured organic reaction records. Task: describe an organic reaction: reactants, conditions, products, and yield Reactants: CO.CCOC(=O)C (MeOH AcOEt), N([C@@H](CC1=CNC2=CC=CC=C12)C(=O)N[C@@H](CCSC)C(=O)N)C(=O)OC(C)(C)C (Boc-Trp-Met-NH2). Solvent: C(=O)O (formic acid). Run at temperature 0 celsius. Yields the product N[C@@H](CC1=CNC2=CC=CC=C12)C(=O)N[C@@H](CCSC)C(=O)N (H-Trp-Met-NH2). The yield is 90.0%. RXN SMILES: [NH:1](C(OC(C)(C)C)=O)[C@H:2]([C:13]([NH:15][C@H:16]([C:21]([NH2:23])=[O:22])[CH2:17][CH2:18][S:19][CH3:20])=[O:14])[CH2:3][C:4]1[C:12]2[C:7](=[CH:8][CH:9]=[CH:10][CH:11]=2)[NH:6][CH:5]=1.CO.CCOC(C)=O>C(O)=O>[NH2:1][C@H:2]([C:13]([NH:15][C@H:16]([C:21]([NH2:23])=[O:22])[CH2:17][CH2:18][S:19][CH3:20])=[O:14])[CH2:3][C:4]1[C:12]2[C:7](=[CH:8][CH:9]=[CH:10][CH:11]=2)[NH:6][CH:5]=1 |f:1.2|. Procedure: A 3.911 g (9 mmol) amount of Boc-Trp-Met-NH2 (I) was dissolved in 40 ml of formic acid at room temperature. After complete Boc-removal (TLC monitoring) the solvent was evaporated in vacuo at 30° C. The residue was dissolved in methanol cooled to 0° C., and 3.6 ml (10.8 mmol) of a 3M solution of hydrogen chloride in anhydrous tetrahydrofuran were added. Solvents were removed in vacuo, and 3 g (90% yield) of compound II were obtained from MeOH/AcOEt: m.p. 114° C. (D); [α]D20 =+20.4° (c=1 MeOH): Rf... Starting materials: C(C)(=S)N (thioacetamide), OC1=CCCC=2C=NC(=NC12)NC=1C=C(C=CC1)S(=O)(=O)N (3-(8-hydroxy-5,6-dihydro-quinazolin-2-ylamino)benzenesulfonamide), BrBr (bromine). Run in C(C)O (ethanol), C(Cl)(Cl)Cl (chloroform), C(Cl)(Cl)Cl (chloroform). Reaction conditions: time 2 hour. The product is CC=1SC2=C(C3=NC(=NC=C3CC2)NC=2C=C(C=CC2)S(=O)(=O)N)N1 (3-(2-Methyl-4,5-dihydro-3-thia-1,7,9-triaza-cyclopenta[a]naphthalen-8-ylamino)-benzenesulfonamide). Isolated yield 64.0%. As a reaction SMILES: O[C:2]1[C:11]2[N:10]=[C:9]([NH:12][C:13]3[CH:14]=[C:15]([S:19]([NH2:22])(=[O:21])=[O:20])[CH:16]=[CH:17][CH:18]=3)[N:8]=[CH:7][C:6]=2[CH2:5][CH2:4][CH:3]=1.BrBr.[C:25]([NH2:28])(=[S:27])[CH3:26]>C(Cl)(Cl)Cl.C(O)C>[CH3:26][C:25]1[S:27][C:3]2[CH2:4][CH2:5][C:6]3[C:11](=[N:10][C:9]([NH:12][C:13]4[CH:14]=[C:15]([S:19]([NH2:22])(=[O:21])=[O:20])[CH:16]=[CH:17][CH:18]=4)=[N:8][CH:7]=3)[C:2]=2[N:28]=1. Procedure details: A solution of 3-(8-hydroxy-5,6-dihydro-quinazolin-2-ylamino)benzenesulfonamide (100 mg, 0.314 mmol) in chloroform (1 mL) was treated with a solution of bromine (32 μl, 0.628 mmol) in chloroform (1 mL) and the mixture stirred at room temperature for 2 hours giving an insoluble black residue. The solvent was decanted and the residue treated with thioacetamide (47 mg, 0.6 mmol) in ethanol (3 mL). The mixture was stirred at 80° C. for 3 hours and filtered to give a black solid (75 mg). The solid was... Reactants: Cc1cc(-c2nc(-c3ccc(CC(=O)O)cc3)no2)cc(CC(C)C)n1, NC(CO)CO. The product is Cc1cc(-c2nc(-c3ccc(CC(=O)NC(CO)CO)cc3)no2)cc(CC(C)C)n1. As a reaction SMILES: [CH2:1]([CH:2]([CH3:3])[CH3:4])[c:5]1[n:6][c:7]([CH3:26])[cH:8][c:9](-[c:11]2[n:12][c:13](-[c:16]3[cH:17][cH:18][c:19]([CH2:22][C:23](=[O:24])[OH:25])[cH:20][cH:21]3)[n:14][o:15]2)[cH:10]1.[NH2:27][CH:28]([CH2:29][OH:30])[CH2:31][OH:32]>>[CH2:1]([CH:2]([CH3:3])[CH3:4])[c:5]1[n:6][c:7]([CH3:26])[cH:8][c:9](-[c:11]2[n:12][c:13](-[c:16]3[cH:17][cH:18][c:19]([CH2:22][C:23](=[O:25])[NH:27][CH:28]([CH2:29][OH:30])[CH2:31][OH:32])[cH:20][cH:21]3)[n:14][o:15]2)[cH:10]1. Solvent: O1CCOCC1 (1,4-dioxane), O (water). Isolated yield 16.6%. Conditions: temperature 60 celsius. Yields the product N1C=CC2=C(C=CC=C12)C=1C=C(C=2C=NN(C2C1)S(=O)(=O)C1=CC=CC=C1)C#N (6-(1H-Indol-4-yl)-1-(phenylsulfonyl)-1H-indazole-4-carbonitrile). Starting materials: BrC=1C=C(C=2C=NN(C2C1)S(=O)(=O)C1=CC=CC=C1)C#N (6-bromo-1-(phenylsulfonyl)-1H-indazole-4-carbonitrile), CC1(OB(OC1(C)C)C1=C2C=CNC2=CC=C1)C (4-(4,4,5,5-tetramethyl-1,3,2-dioxaborolan-2-yl)-1H-indole), [O-]P(=O)([O-])[O-].[K+].[K+].[K+] (potassium phosphate tribasic). Reaction SMILES: Br[C:2]1[CH:3]=[C:4]([C:20]#[N:21])[C:5]2[CH:6]=[N:7][N:8]([S:11]([C:14]3[CH:19]=[CH:18][CH:17]=[CH:16][CH:15]=3)(=[O:13])=[O:12])[C:9]=2[CH:10]=1.CC1(C)C(C)(C)OB([C:30]2[CH:38]=[CH:37][CH:36]=[C:35]3[C:31]=2[CH:32]=[CH:33][NH:34]3)O1.[O-]P([O-])([O-])=O.[K+].[K+].[K+]>O1CCOCC1.O.[Pd](Cl)Cl.C1(P(C2C=CC=CC=2)[C-]2C=CC=C2)C=CC=CC=1.[C-]1(P(C2C=CC=CC=2)C2C=CC=CC=2)C=CC=C1.[Fe+2]>[NH:34]1[C:35]2[C:31](=[C:30]([C:2]3[CH:3]=[C:4]([C:20]#[N:21])[C:5]4[CH:6]=[N:7][N:8]([S:11]([C:14]5[CH:19]=[CH:18][CH:17]=[CH:16][CH:15]=5)(=[O:13])=[O:12])[C:9]=4[CH:10]=3)[CH:38]=[CH:37][CH:36]=2)[CH:32]=[CH:33]1 |f:2.3.4.5,8.9.10.11|. Procedure: To a solution of 6-bromo-1-(phenylsulfonyl)-1H-indazole-4-carbonitrile (5 g, 13.80 mmol) in 1,4-dioxane (50 ml) and water (20 ml) was added 4-(4,4,5,5-tetramethyl-1,3,2-dioxaborolan-2-yl)-1H-indole (4.03 g, 16.57 mmol), 1,1′-bis(diphenylphosphino)ferrocene palladium dichloride (1.010 g, 1.380 mmol) and potassium phosphate tribasic (8.79 g, 41.4 mmol). The mixture was heated at 60° C. for 1 h, cooled and evaporated in vacuo. The residue was partitioned between water (50 ml) and dichloromethane (1... Reagents/catalysts: [Pd](Cl)Cl.C1(=CC=CC=C1)P([C-]1C=CC=C1)C1=CC=CC=C1.[C-]1(C=CC=C1)P(C1=CC=CC=C1)C1=CC=CC=C1.[Fe+2] (1,1′-bis(diphenylphosphino)ferrocene palladium dichloride). The reactants are [Br-], CC[Mg+], [Cl-], [NH4+], C1CCOC1, CC#CCC(C)C=O. Yields the product C#CC(O)C(C)CC#CC. As a reaction SMILES: [Br-:1].[CH2:2]([CH3:3])[Mg+:4].[Cl-:13].[NH4+:14].[O:15]1[CH2:16][CH2:17][CH2:18][CH2:19]1.[O:5]=[CH:6][CH:7]([CH2:8][C:9]#[C:10][CH3:11])[CH3:12]>>[C:2](#[CH:3])[CH:6]([OH:5])[CH:7]([CH2:8][C:9]#[C:10][CH3:11])[CH3:12]. The reactants are BrC=1N=C(SC1)[C@@]12NOC[C@@H]1C[C@@H](OC2)C ((3aR,5S,7aR)-7a-(4-bromo-1,3-thiazol-2-yl)-5-methylhexahydro-1H-pyrano[3,4-c][1,2]oxazole), [BH4-].[Na+] (sodium borohydride). Reagents/catalysts: [C-]#[O+].[C-]#[O+].[C-]#[O+].[C-]#[O+].[C-]#[O+].[C-]#[O+].[Mo] (Molybdenum hexacarbonyl). Run in C(C)#N (acetonitrile), O (water). Reaction conditions: time 1 hour. Yields the product N[C@@]1([C@@H](C[C@@H](OC1)C)CO)C=1SC=C(N1)Br ([(2S,4R,5R)-5-amino-5-(4-bromo-1,3-thiazol-2-yl)-2-methyltetrahydro-2H-pyran-4-yl]methanol). Reaction SMILES: [Br:1][C:2]1[N:3]=[C:4]([C@:7]23[CH2:15][O:14][C@@H:13]([CH3:16])[CH2:12][C@H:11]2[CH2:10][O:9][NH:8]3)[S:5][CH:6]=1.[BH4-].[Na+]>C(#N)C.O.[C-]#[O+].[C-]#[O+].[C-]#[O+].[C-]#[O+].[C-]#[O+].[C-]#[O+].[Mo]>[NH2:8][C@@:7]1([C:4]2[S:5][CH:6]=[C:2]([Br:1])[N:3]=2)[CH2:15][O:14][C@@H:13]([CH3:16])[CH2:12][C@H:11]1[CH2:10][OH:9] |f:1.2,5.6.7.8.9.10.11|. Reported procedure: Molybdenum hexacarbonyl (98%, 6.67 g, 24.8 mmol) was added to a solution of C3 (15.12 g, 49.54 mmol) in a mixture of acetonitrile (390 mL) and water (20 mL), and the reaction mixture was heated at reflux for 1 hour. After cooling to room temperature, the reaction mixture was chilled in an ice bath, treated portion-wise with sodium borohydride (7.50 g, 198 mmol), and allowed to stir at 0° C. for 1 hour. The mixture was then filtered through a pad of diatomaceous earth, and the pad was washed thre... Reactants: Br (hydrobromic acid), COC=1C=C(C=CC1)C=1C=CC2=C(OC=C2C=2C=NC=CC2)C1 (3-[6-(3-methoxyphenyl)benzo[b]furan-3-yl]pyridine), [OH-].[Na+] (sodium hydroxide). Yields the product N1=CC(=CC=C1)C=1C2=C(OC1)C=C(C=C2)C=2C=C(C=CC2)O (3-[3-(3-pyridyl)benzo [b]furan-6-yl]phenol). Yield: 76.0%. RXN SMILES: Br.C[O:3][C:4]1[CH:5]=[C:6]([C:10]2[CH:11]=[CH:12][C:13]3[C:17]([C:18]4[CH:19]=[N:20][CH:21]=[CH:22][CH:23]=4)=[CH:16][O:15][C:14]=3[CH:24]=2)[CH:7]=[CH:8][CH:9]=1.[OH-].[Na+]>>[N:20]1[CH:21]=[CH:22][CH:23]=[C:18]([C:17]2[C:13]3[CH:12]=[CH:11][C:10]([C:6]4[CH:5]=[C:4]([OH:3])[CH:9]=[CH:8][CH:7]=4)=[CH:24][C:14]=3[O:15][CH:16]=2)[CH:19]=1 |f:2.3|. Procedure details: 47% hydrobromic acid solution (1.6 ml) was added to 3-[6-(3-methoxyphenyl)benzo[b]furan-3-yl]pyridine (80 mg, 0.2655 mmol) obtained in Example 5, and the mixture was refluxed for 24 hours. After neutralizing with 2N sodium hydroxide aqueous solution and a saturated aqueous solution of sodium bicarbonate, and extracting with ethyl acetate, the organic layer was washed with water, then with saturated brine, and dried with anhydrous magnesium sulfate, followed by evaporating the solvent under reduc... Starting materials: CO, Cl, CC(=O)N1CCc2ccccc2C1c1c[nH]c2ccccc12. The product is c1ccc2c(c1)CCNC2c1c[nH]c2ccccc12. Reaction SMILES: [CH3:24][OH:25].[ClH:23].[nH:1]1[cH:2][c:3]([CH:10]2[N:11]([C:20](=[O:21])[CH3:22])[CH2:12][CH2:13][c:14]3[cH:15][cH:16][cH:17][cH:18][c:19]32)[c:4]2[cH:5][cH:6][cH:7][cH:8][c:9]12>>[nH:1]1[cH:2][c:3]([CH:10]2[NH:11][CH2:12][CH2:13][c:14]3[cH:15][cH:16][cH:17][cH:18][c:19]32)[c:4]2[cH:5][cH:6][cH:7][cH:8][c:9]12.